This data is from the Open Reaction Database (ORD), a public repository of structured organic reaction records. The task is: describe an organic reaction: reactants, conditions, products, and yield Reactants: C=[N+]1CCOCC1, CO, [Cl-], Nc1ncnn2cc(CO)cc12, CN(C)C=O. Yields the product Nc1ncnn2c(CN3CCOCC3)c(CO)cc12. As a reaction SMILES: [CH2:19]=[N+:20]1[CH2:21][CH2:22][O:23][CH2:24][CH2:25]1.[CH3:26][OH:27].[Cl-:18].[NH2:6][c:7]1[n:8][cH:9][n:10][n:11]2[c:12]1[cH:13][c:14]([CH2:16][OH:17])[cH:15]2.[O:1]=[CH:2][N:3]([CH3:4])[CH3:5]>>[NH2:6][c:7]1[n:8][cH:9][n:10][n:11]2[c:12]1[cH:13][c:14]([CH2:16][OH:17])[c:15]2[CH2:19][N:20]1[CH2:21][CH2:22][O:23][CH2:24][CH2:25]1.